Dataset: the Open Reaction Database (ORD), a public repository of structured organic reaction records. Task: describe an organic reaction: reactants, conditions, products, and yield Reported procedure: In analogy to the procedure described for example 8 a], pent-4-ynoic acid benzyl ester (Rosowsky, Andre; Forsch, Ronald A.; Queener, Sherry F., Journal of Medicinal Chemistry (2003), 46(9), 1726-1736) was reacted with 4-iodobenzotrifluoride in the presence of PdCl2(Ph3P)2 and cuprous iodide to give the title compound as yellow oil. The product is C(C1=CC=CC=C1)OC(CCC#CC1=CC=C(C=C1)C(F)(F)F)=O (5-(4-Trifluoromethyl-phenyl)-pent-4-ynoic acid benzyl ester). As a reaction SMILES: [CH2:1]([O:8][C:9](=[O:14])[CH2:10][CH2:11][C:12]#[CH:13])[C:2]1[CH:7]=[CH:6][CH:5]=[CH:4][CH:3]=1.I[C:16]1[CH:21]=[CH:20][C:19]([C:22]([F:25])([F:24])[F:23])=[CH:18][CH:17]=1>>[CH2:1]([O:8][C:9](=[O:14])[CH2:10][CH2:11][C:12]#[C:13][C:16]1[CH:21]=[CH:20][C:19]([C:22]([F:25])([F:24])[F:23])=[CH:18][CH:17]=1)[C:2]1[CH:7]=[CH:6][CH:5]=[CH:4][CH:3]=1. Reactants: IC1=CC=C(C=C1)C(F)(F)F (4-iodobenzotrifluoride), PdCl2(Ph3P)2, cuprous iodide, C(C1=CC=CC=C1)OC(CCC#C)=O (pent-4-ynoic acid benzyl ester). Starting materials: C(C1=CC=CC=C1)OC(=O)[C@@H](C)C=1C=C(C=CC1)NC(NCC(=O)N1[C@@H](S[C@@H]([C@@H]1C1=CC=CC=C1)C(=O)OC)C(=O)OC(C)(C)C)=O (methyl (2S,4S,5S)-3-{2-{3-[(S)-3-(1-benzyloxycarbonylethyl)phenyl]ureido}acetyl}-2-tert-butoxycarbonyl-4-phenyl-5-thiazolidinecarboxylate), [OH-].[Na+] (sodium hydroxide), solid. Run in CO (MeOH). The product is C(C1=CC=CC=C1)OC(=O)[C@@H](C)C=1C=C(C=CC1)NC(NCC(=O)N1[C@@H](S[C@H]([C@@H]1C1=CC=CC=C1)C(=O)O)C(=O)OC(C)(C)C)=O ((2S,4S,5R)-3-{2-{3-[(S)-3-(1-benzyloxycarbonylethyl)phenyl]ureido}acetyl}-2-tert-butoxycarbonyl-4-phenyl-5-thiazolidinecarboxylic acid). The yield is 51.1%. RXN SMILES: [CH2:1]([O:8][C:9]([C@H:11]([C:13]1[CH:14]=[C:15]([NH:19][C:20](=[O:47])[NH:21][CH2:22][C:23]([N:25]2[C@@H:29]([C:30]3[CH:35]=[CH:34][CH:33]=[CH:32][CH:31]=3)[C@@H:28]([C:36]([O:38]C)=[O:37])[S:27][C@H:26]2[C:40]([O:42][C:43]([CH3:46])([CH3:45])[CH3:44])=[O:41])=[O:24])[CH:16]=[CH:17][CH:18]=1)[CH3:12])=[O:10])[C:2]1[CH:7]=[CH:6][CH:5]=[CH:4][CH:3]=1.[OH-].[Na+]>CO>[CH2:1]([O:8][C:9]([C@H:11]([C:13]1[CH:14]=[C:15]([NH:19][C:20](=[O:47])[NH:21][CH2:22][C:23]([N:25]2[C@@H:29]([C:30]3[CH:35]=[CH:34][CH:33]=[CH:32][CH:31]=3)[C@H:28]([C:36]([OH:38])=[O:37])[S:27][C@H:26]2[C:40]([O:42][C:43]([CH3:46])([CH3:45])[CH3:44])=[O:41])=[O:24])[CH:16]=[CH:17][CH:18]=1)[CH3:12])=[O:10])[C:2]1[CH:7]=[CH:6][CH:5]=[CH:4][CH:3]=1 |f:1.2|. Procedure: The process is performed as in Example 3, but starting with 0.3 g of methyl (2S,4S,5S)-3-{2-{3-[(S)-3-(1-benzyloxycarbonylethyl)phenyl]ureido}acetyl}-2-tert-butoxycarbonyl-4-phenyl-5-thiazolidinecarboxylate and 4.5 ml of aqueous 0.1N sodium hydroxide solution. 0.15 g of (2S,4S,5R)-3-{2-{3-[(S)-3-(1-benzyloxycarbonylethyl)phenyl]ureido}acetyl}-2-tert-butoxycarbonyl-4-phenyl-5-thiazolidinecarboxylic acid is thus obtained in the form of a white solid melting at 96° C., [α]D25 =+6°±1° (c=0.46; MeOH)... Starting materials: FC1=C(C(=O)N2[C@@H]3CN([C@H](C2)C3)C(=O)OC(C)(C)C)C=C(C=C1)CC1=NNC(C3=CC=CC=C13)=O ((1S,4S)-tert-butyl 5-(2-fluoro-5-((4-oxo-3,4-dihydrophthalazin-1-yl)methyl)benzoyl)-2,5-diazabicyclo[2,2,1]heptane-2-carboxylate), C(=O)(C(F)(F)F)O (TFA). Run in C(Cl)Cl (DCM). Run at time 16 hour. The product is OC(=O)C(F)(F)F.[C@@H]12N(C[C@@H](NC1)C2)C(=O)C=2C=C(CC1=NNC(C3=CC=CC=C13)=O)C=CC2F (4-(3-((1S,4S)-2,5-diazabicyclo[2,2,1]heptane-2-carbonyl)-4-fluorobenzyl)phthalazin-1(2H)-one TFA salt). RXN SMILES: [F:1][C:2]1[CH:23]=[CH:22][C:21]([CH2:24][C:25]2[C:34]3[C:29](=[CH:30][CH:31]=[CH:32][CH:33]=3)[C:28](=[O:35])[NH:27][N:26]=2)=[CH:20][C:3]=1[C:4]([N:6]1[CH2:11][C@@H:10]2[CH2:12][C@H:7]1[CH2:8][N:9]2C(OC(C)(C)C)=O)=[O:5].[C:36]([OH:42])([C:38]([F:41])([F:40])[F:39])=[O:37]>C(Cl)Cl>[OH:42][C:36]([C:38]([F:41])([F:40])[F:39])=[O:37].[C@H:7]12[CH2:12][C@H:10]([NH:9][CH2:8]1)[CH2:11][N:6]2[C:4]([C:3]1[CH:20]=[C:21]([CH:22]=[CH:23][C:2]=1[F:1])[CH2:24][C:25]1[C:34]2[C:29](=[CH:30][CH:31]=[CH:32][CH:33]=2)[C:28](=[O:35])[NH:27][N:26]=1)=[O:5] |f:3.4|. Procedure details: To the solution of (1S,4S)-tert-butyl 5-(2-fluoro-5-((4-oxo-3,4-dihydrophthalazin-1-yl)methyl)benzoyl)-2,5-diazabicyclo[2,2,1]heptane-2-carboxylate (1.23 g crude obtained from previous step) in DCM (50 ml) was added TFA (4 ml), and stirred for 16 h at room temperature. The reaction mixture was concentrated under vacuo to yield the crude product as yellow oil (2.64 g), used in next step without further purification. Starting materials: CC(C)(C)OC(=O)N1CCC1COc1cncc([Sn](C)(C)C)c1, Ic1ccc(CCOCc2ccccc2)cc1, [Cu]I, CN(C)C=O, c1ccc(P(c2ccccc2)(c2ccccc2)[Pd](P(c2ccccc2)(c2ccccc2)c2ccccc2)(P(c2ccccc2)(c2ccccc2)c2ccccc2)P(c2ccccc2)(c2ccccc2)c2ccccc2)cc1. Yields the product CC(C)(C)OC(=O)N1CCC1COc1cncc(-c2ccc(CCOCc3ccccc3)cc2)c1. As a reaction SMILES: [C:1]([CH3:2])([CH3:3])([CH3:4])[O:5][C:6](=[O:7])[N:8]1[CH:9]([CH2:12][O:13][c:14]2[cH:15][n:16][cH:17][c:18]([Sn:20]([CH3:21])([CH3:22])[CH3:23])[cH:19]2)[CH2:10][CH2:11]1.[CH2:24]([c:25]1[cH:26][cH:27][cH:28][cH:29][cH:30]1)[O:31][CH2:32][CH2:33][c:34]1[cH:35][cH:36][c:37]([I:40])[cH:38][cH:39]1.[Cu:123][I:124].[O:41]=[CH:42][N:43]([CH3:44])[CH3:45].[cH:46]1[cH:47][cH:48][c:49]([P:50]([Pd:51]([P:52]([c:53]2[cH:54][cH:55][cH:56][cH:57][cH:58]2)([c:59]2[cH:60][cH:61][cH:62][cH:63][cH:64]2)[c:65]2[cH:66][cH:67][cH:68][cH:69][cH:70]2)([P:71]([c:72]2[cH:73][cH:74][cH:75][cH:76][cH:77]2)([c:78]2[cH:79][cH:80][cH:81][cH:82][cH:83]2)[c:84]2[cH:85][cH:86][cH:87][cH:88][cH:89]2)[P:90]([c:91]2[cH:92][cH:93][cH:94][cH:95][cH:96]2)([c:97]2[cH:98][cH:99][cH:100][cH:101][cH:102]2)[c:103]2[cH:104][cH:105][cH:106][cH:107][cH:108]2)([c:109]2[cH:110][cH:111][cH:112][cH:113][cH:114]2)[c:115]2[cH:116][cH:117][cH:118][cH:119][cH:120]2)[cH:121][cH:122]1>>[C:1]([CH3:2])([CH3:3])([CH3:4])[O:5][C:6](=[O:7])[N:8]1[CH:9]([CH2:12][O:13][c:14]2[cH:15][n:16][cH:17][c:18](-[c:37]3[cH:36][cH:35][c:34]([CH2:33][CH2:32][O:31][CH2:24][c:25]4[cH:26][cH:27][cH:28][cH:29][cH:30]4)[cH:39][cH:38]3)[cH:19]2)[CH2:10][CH2:11]1. Reactants: N[C@@H]1CC=2C=CC(=CC2CC1)C(=O)N1CCCC1 (((S)-6-amino-5,6,7,8-tetrahydronaphthalen-2-yl)pyrrolidin-1-yl-methanone), [H-].[Al+3].[Li+].[H-].[H-].[H-] (lithium aluminum hydride), COC1CCN(CC1)CC=1C=C2CC[C@@H](CC2=CC1)N ((S)-6-(4-methoxypiperidin-1-ylmethyl)-1,2,3,4-tetrahydronaphthalen-2-ylamine), N1(CCCCCC1)CC=1C=C2CC[C@@H](CC2=CC1)N ((S)-6-azepan-1-ylmethyl-1,2,3,4-tetrahydronaphthalen-2-ylamine), [OH-].[Na+] (sodium hydroxide). Run in O (water), C1CCOC1 (THF), C1CCOC1 (THF), O (Water). Reaction conditions: time 1 hour. Product: N1(CCCC1)CC=1C=C2CC[C@@H](CC2=CC1)N ((S)-6-Pyrrolidin-1-ylmethyl-1,2,3,4-tetrahydronaphthalen-2-ylamine). As a reaction SMILES: [NH2:1][C@H:2]1[CH2:11][CH2:10][C:9]2[CH:8]=[C:7]([C:12]([N:14]3[CH2:18][CH2:17][CH2:16][CH2:15]3)=O)[CH:6]=[CH:5][C:4]=2[CH2:3]1.[H-].[Al+3].[Li+].[H-].[H-].[H-].[OH-].[Na+].COC1CCN(CC2C=C3C(=CC=2)C[C@@H](N)CC3)CC1.N1(CC2C=C3C(=CC=2)C[C@@H](N)CC3)CCCCCC1>C1COCC1.O>[N:14]1([CH2:12][C:7]2[CH:8]=[C:9]3[C:4](=[CH:5][CH:6]=2)[CH2:3][C@@H:2]([NH2:1])[CH2:11][CH2:10]3)[CH2:18][CH2:17][CH2:16][CH2:15]1 |f:1.2.3.4.5.6,7.8|. Reported procedure: A solution of ((S)-6-amino-5,6,7,8-tetrahydronaphthalen-2-yl)pyrrolidin-1-yl-methanone (0.49 g) in THF (5 ml) was added dropwise to a suspension of lithium aluminum hydride (0.60 g) in THF (10 ml). The mixture was stirred at RT for one hour. Water (0.6 ml) was cautiously added dropwise, followed by sodium hydroxide solution (16%; 2 ml) and water again (2 ml). The resulting precipitate was filtered off and the filtrate was concentrated. The residue was taken up in hydrochloric acid (1N) and the s... Reactants: NC=1SC=2C(N1)=C(C=CC2)C#N (2-amino-1,3-benzothiazole-4-carbonitrile), ClC=1SC2=C(N1)C(=C(C=C2)F)F (2-chloro-4,5-difluoro-1,3-benzothiazole). Yields the product ClC=1SC=2C(N1)=C(C=CC2)C#N (2-Chloro-1,3-benzothiazole-4-carbonitrile). RXN SMILES: N[C:2]1[S:3][C:4]2[C:5](=[C:7]([C:11]#[N:12])[CH:8]=[CH:9][CH:10]=2)[N:6]=1.[Cl:13]C1SC2C=CC(F)=C(F)C=2N=1>>[Cl:13][C:2]1[S:3][C:4]2[C:5](=[C:7]([C:11]#[N:12])[CH:8]=[CH:9][CH:10]=2)[N:6]=1. Procedure details: The title compound was prepared from 2-amino-1,3-benzothiazole-4-carbonitrile as described for 2-chloro-4,5-difluoro-1,3-benzothiazole. Starting materials: N1N=CN=C1 (1H-1,2,4-triazole), C(C=C)#N (acrylonitrile). Reaction conditions: time 8 hour. Yields the product N1(N=CN=C1)CCCN (1H-1,2,4-Triazole-1-propanamine). As a reaction SMILES: [NH:1]1[CH:5]=[N:4][CH:3]=[N:2]1.[C:6](#[N:9])[CH:7]=[CH2:8]>>[N:1]1([CH2:8][CH2:7][CH2:6][NH2:9])[CH:5]=[N:4][CH:3]=[N:2]1. Procedure details: A mixture of 20.7 g of 1H-1,2,4-triazole and 37.5 ml of acrylonitrile was heated on a steam bath for 3 hours and then concentrated to an oil. This oil was added to 200 ml of methanol and 100 ml of concentrated ammonium hydroxide containing Raney nickel catalyst in a Parr apparatus and hydrogenated for 8 hours with an uptake of about 46 psi of hydrogen. The catalyst was removed by filtration and ethanol was added to the filtrate. The mixture was filtered, the filtrate was concentrated, then recon...